Dataset: the Open Reaction Database (ORD), a public repository of structured organic reaction records. Task: describe an organic reaction: reactants, conditions, products, and yield Starting materials: C(C)OC(C(=O)OCC)OCC (ethyl diethoxyacetate), C1(=CC=CC=C1)C(C)[Mg]Cl ((1-phenylethyl)magnesium chloride), aqueous solution, [Cl-].[NH4+] (ammonium chloride). Run in C1CCOC1 (THF), C1CCOC1 (THF). Conditions: temperature -78 celsius, time 3 hour. Product: C(C)OC(C(C(C)C1=CC=CC=C1)=O)OCC (1,1-diethoxy-3-phenylbutan-2-one). As a reaction SMILES: [CH2:1]([O:3][CH:4]([O:10][CH2:11][CH3:12])[C:5]([O:7]CC)=O)[CH3:2].[C:13]1([CH:19]([Mg]Cl)[CH3:20])[CH:18]=[CH:17][CH:16]=[CH:15][CH:14]=1.[Cl-].[NH4+]>C1COCC1>[CH2:11]([O:10][CH:4]([O:3][CH2:1][CH3:2])[C:5](=[O:7])[CH:19]([C:13]1[CH:18]=[CH:17][CH:16]=[CH:15][CH:14]=1)[CH3:20])[CH3:12] |f:2.3|. Procedure details: Under an argon atmosphere, to a solution of ethyl diethoxyacetate (1.80 mL, 10.1 mmol) in THF (20 mL) was added slowly a THF solution of (92) prepared above at −78° C. After stirring at −78° C. for 3 hours, to this was added 20% aqueous solution of ammonium chloride (10 mL) and the product was extracted with ethyl acetate (×3). The organic layer was sequentially washed with water (×1) and saturated brine (×1), and dried over anhydrous sodium sulfate. After filtration, the mixture was concentrate... Starting materials: [Al+3], O=C(Cl)CBr, ClCCl, [Cl-], [Cl-], [Cl-], O=C1Cc2ccccc2N1. The product is O=C1Cc2cc(C(=O)CBr)ccc2N1. As a reaction SMILES: [Al+3:17].[Br:1][CH2:2][C:3](=[O:4])[Cl:5].[CH2:20]([Cl:21])[Cl:22].[Cl-:16].[Cl-:18].[Cl-:19].[NH:6]1[C:7](=[O:15])[CH2:8][c:9]2[cH:10][cH:11][cH:12][cH:13][c:14]21>>[Br:1][CH2:2][C:3](=[O:4])[c:11]1[cH:10][c:9]2[c:14]([cH:13][cH:12]1)[NH:6][C:7](=[O:15])[CH2:8]2. The reactants are CCOC(=O)c1cccc(Br)c1, COCCOC, CC(C)N, ClCCl, [K+], [K+], [K+], CC(=O)[O-], CC(=O)[O-], O=P([O-])([O-])[O-], [Pd+2]. The product is CCOC(=O)c1cccc(NC(C)C)c1. As a reaction SMILES: [Br:9][c:10]1[cH:11][c:12]([C:13](=[O:14])[O:15][CH2:16][CH3:17])[cH:18][cH:19][cH:20]1.[CH2:28]([CH2:29][O:30][CH3:31])[O:32][CH3:33].[CH3:21][CH:22]([CH3:23])[NH2:24].[Cl:25][CH2:26][Cl:27].[K+:6].[K+:7].[K+:8].[O-:35][C:36]([CH3:37])=[O:38].[O-:39][C:40]([CH3:41])=[O:42].[P:1]([O-:2])([O-:3])([O-:4])=[O:5].[Pd+2:34]>>[c:10]1([NH:24][CH:22]([CH3:21])[CH3:23])[cH:11][c:12]([C:13](=[O:14])[O:15][CH2:16][CH3:17])[cH:18][cH:19][cH:20]1. The reactants are CC(C)(C)OC(=O)N(Cc1ccc2c(c1)OCCO2)C1CCNCC1, CC(=O)N1CC(=O)N(CC=O)c2ccccc21, CC(=O)O[BH-](OC(C)=O)OC(C)=O, O=C([O-])O, CC(=O)O, ClC(Cl)Cl, [Na+], [Na+]. Product: CC(=O)N1CC(=O)N(CCN2CCC(N(Cc3ccc4c(c3)OCCO4)C(=O)OC(C)(C)C)CC2)c2ccccc21. As a reaction SMILES: [C:18]([CH3:19])([CH3:20])([CH3:21])[O:22][C:23]([N:24]([CH:25]1[CH2:26][CH2:27][NH:28][CH2:29][CH2:30]1)[CH2:31][c:32]1[cH:33][c:34]2[c:35]([cH:40][cH:41]1)[O:36][CH2:37][CH2:38][O:39]2)=[O:42].[C:1]([CH3:2])(=[O:3])[N:4]1[CH2:5][C:6](=[O:17])[N:7]([CH2:14][CH:15]=[O:16])[c:8]2[cH:9][cH:10][cH:11][cH:12][c:13]21.[C:43]([O:44][BH-:45]([O:46][C:47](=[O:48])[CH3:49])[O:50][C:51](=[O:52])[CH3:53])(=[O:54])[CH3:55].[C:57](=[O:58])([O-:59])[OH:60].[CH3:62][C:63](=[O:64])[OH:65].[CH:66]([Cl:67])([Cl:68])[Cl:69].[Na+:56].[Na+:61]>>[C:1]([CH3:2])(=[O:3])[N:4]1[CH2:5][C:6](=[O:17])[N:7]([CH2:14][CH2:15][N:28]2[CH2:27][CH2:26][CH:25]([N:24]([C:23]([O:22][C:18]([CH3:19])([CH3:20])[CH3:21])=[O:42])[CH2:31][c:32]3[cH:33][c:34]4[c:35]([cH:40][cH:41]3)[O:36][CH2:37][CH2:38][O:39]4)[CH2:30][CH2:29]2)[c:8]2[cH:9][cH:10][cH:11][cH:12][c:13]21. Product: Cc1c(C(C)(C)C)c(=O)n(-c2ccccc2)n1C. The reactants are CC(C)(C)O, Cc1cc(=O)n(-c2ccccc2)n1C, CC(Cl)Cl, [Na+], [OH-]. RXN SMILES: [CH3:1][C:2]([CH3:3])([CH3:4])[OH:5].[CH3:6][n:7]1[n:8](-[c:14]2[cH:15][cH:16][cH:17][cH:18][cH:19]2)[c:9](=[O:13])[cH:10][c:11]1[CH3:12].[Cl:22][CH:23]([Cl:24])[CH3:25].[Na+:21].[OH-:20]>>[CH3:1][C:2]([CH3:3])([CH3:4])[c:10]1[c:9](=[O:13])[n:8](-[c:14]2[cH:15][cH:16][cH:17][cH:18][cH:19]2)[n:7]([CH3:6])[c:11]1[CH3:12]. Starting materials: [C-]#N.[K+] (Potassium cyanide), [Cl-].[NH4+] (ammonium chloride), N1=CN=CC(=C1)C=O (Pyrimidine-5-carboxaldehyde). Run in O (water), CO (methanol). The product is NC(C#N)C=1C=NC=NC1 (Amino(pyrimidin-5-yl)acetonitrile). The yield is 82.0%. As a reaction SMILES: [C-:1]#[N:2].[K+].[Cl-].[NH4+:5].[N:6]1[CH:11]=[C:10]([CH:12]=O)[CH:9]=[N:8][CH:7]=1>O.CO>[NH2:5][CH:12]([C:10]1[CH:11]=[N:6][CH:7]=[N:8][CH:9]=1)[C:1]#[N:2] |f:0.1,2.3|. Reported procedure: Potassium cyanide (651 mg, 10 mmol) and ammonium chloride (588 mg, 11 mmol) are dissolved in water (2.6 mL) with stirring. Pyrimidine-5-carboxaldehyde (1.08 g, 10 mmol) in methanol (2.6 mL) is added to the clear solution rapidly, giving first a yellow, then a dark red solution, and mildly exothermic reaction. The water is evaporated after three hours stirring, and the reddish residue is chromatographed (silica, chloroform/methanol) to give a yellow solid 1.1 g (82%) identified as product ms m/z=... The reactants are ClC1=CC(=NC=C1)N[N+](=O)[O-] (4-chloro-2-nitraminopyridine), S(O)(O)(=O)=O (sulfuric acid), NC1=NC=CC(=C1[N+](=O)[O-])Cl (2-amino-4-chloro-3-nitropyridine). The product is NC1=NC=CC(=C1O)Cl (2-amino-4-chloro- 3-pyridinol). RXN SMILES: [Cl:1][C:2]1[CH:7]=[CH:6][N:5]=[C:4]([NH:8][N+]([O-])=O)[CH:3]=1.S(=O)(=O)(O)[OH:13].NC1C([N+]([O-])=O)=C(Cl)C=CN=1>>[NH2:8][C:4]1[C:3]([OH:13])=[C:2]([Cl:1])[CH:7]=[CH:6][N:5]=1. Reported procedure: The reaction of 4-chloro-2-nitraminopyridine with concentrated sulfuric acid at 40° gives, according to Example I-2, 2-amino-4-chloro-3-nitropyridine. The procedure of Example I-2 is then followed with this intermediate to give 2-amino-4-chloro- 3-pyridinol. Reactants: COc1ccc2oc(CO)cc2c1, O=[Mn]=O. The product is COc1ccc2oc(C=O)cc2c1. Reaction SMILES: [CH3:1][O:2][c:3]1[cH:4][cH:5][c:6]2[c:7]([cH:8][c:9]([CH2:11][OH:12])[o:10]2)[cH:13]1.[O:14]=[Mn:15]=[O:16]>>[CH3:1][O:2][c:3]1[cH:4][cH:5][c:6]2[c:7]([cH:8][c:9]([CH:11]=[O:12])[o:10]2)[cH:13]1. As a reaction SMILES: [F:1][CH:2]([F:20])[O:3][C:4]1[CH:19]=[CH:18][C:7]([O:8][C:9]2[CH:14]=[CH:13][C:12]([C:15](=O)[CH3:16])=[CH:11][CH:10]=2)=[CH:6][CH:5]=1.[NH2:21][OH:22]>C(O)C>[F:1][CH:2]([F:20])[O:3][C:4]1[CH:19]=[CH:18][C:7]([O:8][C:9]2[CH:14]=[CH:13][C:12]([C:15](=[N:21][OH:22])[CH3:16])=[CH:11][CH:10]=2)=[CH:6][CH:5]=1. The product is FC(OC1=CC=C(OC2=CC=C(C=C2)C(C)=NO)C=C1)F (1-[4-(4-difluoromethoxy-phenoxy)-phenyl]-ethanone-oxime). The solvent is C(C)O (ethanol). Reported procedure: A mixture of 1.37 g (4.92 mmol) of 1-[4-(4-difluoromethoxy-phenoxy)-phenyl]-ethanone and 1.16 mL hydroxylamine solution (50% in water) in 5 mL ethanol was refluxed for 3 hours. Then the mixture was concentrated and evaporated down several times with ethanol, and the residue was purified by chromatography (silica gel column, petroleum ether/ethyl acetate). Starting materials: FC(OC1=CC=C(OC2=CC=C(C=C2)C(C)=O)C=C1)F (1-[4-(4-difluoromethoxy-phenoxy)-phenyl]-ethanone), NO (hydroxylamine). Product: CCc1nc2c(F)ccc(OCC(=O)O)c2c(OC(F)F)c1Cc1ccc(F)cc1Cl. Reaction SMILES: [CH3:1][O:2][C:3]([CH2:4][O:5][c:6]1[c:7]2[c:8]([O:28][CH:29]([F:30])[F:31])[c:9]([CH2:19][c:20]3[c:21]([Cl:27])[cH:22][c:23]([F:26])[cH:24][cH:25]3)[c:10]([CH2:17][CH3:18])[n:11][c:12]2[c:13]([F:16])[cH:14][cH:15]1)=[O:32].[Li+:33].[O:35]1[CH2:36][CH2:37][CH2:38][CH2:39]1.[OH-:34]>>[O:2]=[C:3]([CH2:4][O:5][c:6]1[c:7]2[c:8]([O:28][CH:29]([F:30])[F:31])[c:9]([CH2:19][c:20]3[c:21]([Cl:27])[cH:22][c:23]([F:26])[cH:24][cH:25]3)[c:10]([CH2:17][CH3:18])[n:11][c:12]2[c:13]([F:16])[cH:14][cH:15]1)[OH:32]. Reactants: CCc1nc2c(F)ccc(OCC(=O)OC)c2c(OC(F)F)c1Cc1ccc(F)cc1Cl, [Li+], C1CCOC1, [OH-].